From a dataset of the Open Reaction Database (ORD), a public repository of structured organic reaction records. describe an organic reaction: reactants, conditions, products, and yield Starting materials: CC1=C(C(=O)O)C=CC=C1C (2,3-dimethylbenzoic acid), N1(CCOCC1)C(CN)C1=NC=CC=C1 ((2-morpholin-4-yl-2-pyridin-2-ylethyl)amine). The product is CC1=C(C(=O)NCC(C2=NC=CC=C2)N2CCOCC2)C=CC=C1C (2,3-Dimethyl-N-(2-morpholin-4-yl-2-pyridin-2-yl-ethyl)-benzamide). As a reaction SMILES: [CH3:1][C:2]1[C:10]([CH3:11])=[CH:9][CH:8]=[CH:7][C:3]=1[C:4]([OH:6])=O.[N:12]1([CH:18]([C:21]2[CH:26]=[CH:25][CH:24]=[CH:23][N:22]=2)[CH2:19][NH2:20])[CH2:17][CH2:16][O:15][CH2:14][CH2:13]1>>[CH3:1][C:2]1[C:10]([CH3:11])=[CH:9][CH:8]=[CH:7][C:3]=1[C:4]([NH:20][CH2:19][CH:18]([N:12]1[CH2:13][CH2:14][O:15][CH2:16][CH2:17]1)[C:21]1[CH:26]=[CH:25][CH:24]=[CH:23][N:22]=1)=[O:6]. Reported procedure: From 2,3-dimethylbenzoic acid and (2-morpholin-4-yl-2-pyridin-2-ylethyl)amine. Reactants: C(C)#N (acetonitrile), I(=O)(=O)(=O)[O-].[Na+] (sodium metaperiodate), S(=O)(Cl)Cl (thionyl chloride), N(=[N+]=[N-])[C@H]([C@@H](CO)O)CC1=CC=CC=C1 (3(S)-azido-4-phenyl-1,2(S)-butanediol). The reagents and catalysts are O.O.O.[Ru](Cl)(Cl)Cl (ruthenium-(III) chloride trihydrate). Run in O (water), O (water), C(C)OCC (diethyl ether), C(Cl)(Cl)(Cl)Cl (carbon tetrachloride). Reaction conditions: time 1 hour. Product: N(=[N+]=[N-])[C@@H](CC1=CC=CC=C1)[C@@H]1OS(OC1)(=O)=O (4(S)-[1(S)-azido-2-phenylethyl]-1,3,2-dioxathiolane 2,2-dioxide). The yield is 96.2%. RXN SMILES: [S:1](Cl)(Cl)=[O:2].[N:5]([C@@H:8]([CH2:13][C:14]1[CH:19]=[CH:18][CH:17]=[CH:16][CH:15]=1)[C@H:9]([OH:12])[CH2:10][OH:11])=[N+:6]=[N-:7].C(#N)C.I([O-])(=O)(=O)=[O:24].[Na+]>C(Cl)(Cl)(Cl)Cl.O.O.O.[Ru](Cl)(Cl)Cl.O.C(OCC)C>[N:5]([C@H:8]([C@H:9]1[CH2:10][O:11][S:1](=[O:2])(=[O:24])[O:12]1)[CH2:13][C:14]1[CH:19]=[CH:18][CH:17]=[CH:16][CH:15]=1)=[N+:6]=[N-:7] |f:3.4,6.7.8.9|. Procedure: 175 μl (2.4 mmol) of thionyl chloride were added to a solution of 414 mg (2 mmol) of 3(S)-azido-4-phenyl-1,2(S)-butanediol [prepared as described in Example 2(vi)] in 5 ml of carbon tetrachloride and the mixture was heated under reflux for 30 minutes with calcium chloride drying tube protection. The resulting solution was cooled in an ice bath, 5 ml of acetonitrile, 5 mg of ruthenium-(III) chloride trihydrate, 642 mg (3 mmol) of sodium metaperiodate and 7.5 ml of water were added in succession a... Yield: 91.0%. Reagents/catalysts: ClC=1C=CC(=C(C=[Ru](C2N(CCN2C2=C(C=C(C=C2C)C)C)C2=C(C=C(C=C2C)C)C)(Cl)Cl)C1)OC(C)C ((5-chloro-2-isopropoxybenzylidene)(1,3-dimesitylimidazolidin-2-yl)ruthenium(V)chloride). Reaction conditions: temperature 68 celsius, time 2 hour. Procedure details: (3R,5S)-1-((S)-4-(N-(but-3-enyl)-2-nitrophenylsulfonamido)-2-(tert-butoxycarbonylamino)butanoyl)-5-((1R,2S)-1-(ethoxycarbonyl)-2-vinylcyclopropylcarbamoyl)pyrrolidin-3-yl 4-fluoroisoindoline-2-carboxylate (1.65 g, 1.89 mmol) in toluene (400 mL) was degassed by bubbling a stream of nitrogen through the reaction for 1 hr at rt. (5-chloro-2-isopropoxybenzylidene)(1,3-dimesitylimidazolidin-2-yl)ruthenium(V)chloride (0.025 g, 0.038 mmol) was added to the mixture and the mixture was heated to 68° C. (... Reactants: FC1=C2CN(CC2=CC=C1)C(=O)O[C@H]1CN([C@@H](C1)C(N[C@]1([C@@H](C1)C=C)C(=O)OCC)=O)C([C@H](CCN(S(=O)(=O)C1=C(C=CC=C1)[N+](=O)[O-])CCC=C)NC(=O)OC(C)(C)C)=O ((3R,5S)-1-((S)-4-(N-(but-3-enyl)-2-nitrophenylsulfonamido)-2-(tert-butoxycarbonylamino)butanoyl)-5-((1R,2S)-1-(ethoxycarbonyl)-2-vinylcyclopropylcarbamoyl)pyrrolidin-3-yl 4-fluoroisoindoline-2-carboxylate). The product is C(C)(C)(C)OC(=O)N[C@@H]1C(N2[C@H](C(N[C@]3([C@H](\C=C/CCN(CC1)S(=O)(=O)C1=C(C=CC=C1)[N+](=O)[O-])C3)C(=O)OCC)=O)C[C@H](C2)OC(=O)N2CC3=CC=CC(=C3C2)F)=O ((2R,6S,13aS,14aR,16aS,Z)-ethyl 6-(tert-butoxycarbonylamino)-2-(4-fluoroisoindoline-2-carbonyloxy)-9-(2-nitrophenylsulfonyl)-5,16-dioxo-1,2,3,5,6,7,8,9,10,11,13a,14,14a,15,16,16a-hexadecahydrocyclopropa(n)pyrrolo[2,1-c][1,4,9]triazacyclopentadecine-14a-carboxylate), solid. Run in C1(=CC=CC=C1)C (toluene). Reaction SMILES: [F:1][C:2]1[CH:10]=[CH:9][CH:8]=[C:7]2[C:3]=1[CH2:4][N:5]([C:11]([O:13][C@@H:14]1[CH2:18][C@@H:17]([C:19](=[O:31])[NH:20][C@:21]3([C:26]([O:28][CH2:29][CH3:30])=[O:27])[CH2:23][C@H:22]3C=C)[N:16]([C:32](=[O:61])[C@@H:33]([NH:53][C:54]([O:56][C:57]([CH3:60])([CH3:59])[CH3:58])=[O:55])[CH2:34][CH2:35][N:36]([CH2:49][CH2:50][CH:51]=[CH2:52])[S:37]([C:40]3[CH:45]=[CH:44][CH:43]=[CH:42][C:41]=3[N+:46]([O-:48])=[O:47])(=[O:39])=[O:38])[CH2:15]1)=[O:12])[CH2:6]2>C1(C)C=CC=CC=1.ClC1C=CC(OC(C)C)=C(C=1)C=[Ru](Cl)(Cl)C1N(C2C(C)=CC(C)=CC=2C)CCN1C1C(C)=CC(C)=CC=1C>[C:57]([O:56][C:54]([NH:53][C@H:33]1[CH2:34][CH2:35][N:36]([S:37]([C:40]2[CH:45]=[CH:44][CH:43]=[CH:42][C:41]=2[N+:46]([O-:48])=[O:47])(=[O:38])=[O:39])[CH2:49][CH2:50][CH:51]=[CH:52][C@@H:22]2[CH2:23][C@@:21]2([C:26]([O:28][CH2:29][CH3:30])=[O:27])[NH:20][C:19](=[O:31])[C@@H:17]2[CH2:18][C@@H:14]([O:13][C:11]([N:5]3[CH2:4][C:3]4[C:7](=[CH:8][CH:9]=[CH:10][C:2]=4[F:1])[CH2:6]3)=[O:12])[CH2:15][N:16]2[C:32]1=[O:61])=[O:55])([CH3:60])([CH3:58])[CH3:59]. Procedure details: To a 20 mL flask equipped with stirring was added N-[4-(3-oxo-propyl)-phenyl]-2-[3-oxo-1-(toluene-4-sulfonyl)-1,2,3,4-tetrahydro-pyrazin-2-yl]-acetamide (45 mg, 0.102 mmol), ClCH2CH2Cl (2 mL), piperidine (Aldrich, 0.02 mL, 0.204 mmol) and one drop of HOAc. NaBH(OAc)3 was added after 5 min. The reaction mixture was stirred at room temperature overnight, then diluted with CH2Cl2 (40 mL). The organic phase was washed with saturated NaHCO3 and brine, dried over Na2SO4, filtered and concentrated in v... RXN SMILES: O=[CH:2][CH2:3][CH2:4][C:5]1[CH:10]=[CH:9][C:8]([NH:11][C:12](=[O:31])[CH2:13][CH:14]2[C:19](=[O:20])[NH:18][CH:17]=[CH:16][N:15]2[S:21]([C:24]2[CH:29]=[CH:28][C:27]([CH3:30])=[CH:26][CH:25]=2)(=[O:23])=[O:22])=[CH:7][CH:6]=1.C(Cl)CCl.[NH:36]1[CH2:41][CH2:40][CH2:39][CH2:38][CH2:37]1.[BH-](OC(C)=O)(OC(C)=O)OC(C)=O.[Na+]>CC(O)=O.C(Cl)Cl>[O:20]=[C:19]1[NH:18][CH:17]=[CH:16][N:15]([S:21]([C:24]2[CH:25]=[CH:26][C:27]([CH3:30])=[CH:28][CH:29]=2)(=[O:23])=[O:22])[CH:14]1[CH2:13][C:12]([NH:11][C:8]1[CH:9]=[CH:10][C:5]([CH2:4][CH2:3][CH2:2][N:36]2[CH2:41][CH2:40][CH2:39][CH2:38][CH2:37]2)=[CH:6][CH:7]=1)=[O:31] |f:3.4|. Reagents/catalysts: CC(=O)O (HOAc). Starting materials: [BH-](OC(=O)C)(OC(=O)C)OC(=O)C.[Na+] (NaBH(OAc)3), O=CCCC1=CC=C(C=C1)NC(CC1N(C=CNC1=O)S(=O)(=O)C1=CC=C(C=C1)C)=O (N-[4-(3-oxo-propyl)-phenyl]-2-[3-oxo-1-(toluene-4-sulfonyl)-1,2,3,4-tetrahydro-pyrazin-2-yl]-acetamide), C(CCl)Cl (ClCH2CH2Cl), N1CCCCC1 (piperidine). The product is O=C1C(N(C=CN1)S(=O)(=O)C1=CC=C(C=C1)C)CC(=O)NC1=CC=C(C=C1)CCCN1CCCCC1 (2-[3-Oxo-1-(toluene-4-sulfonyl)-1,2,3,4-tetrahydro-pyrazin-2-yl]-N-[4-(3-piperidin-1-yl-propyl)-phenyl]-acetamide). The solvent is C(Cl)Cl (CH2Cl2). Starting materials: [OH-].[Na+] (sodium hydroxide), C1(CCCC2=CC=CC=C12)N1C=NC=C1C=O (1-(1,2,3,4-tetrahydro-1-naphthalenyl)-1H-imidazole-5-carboxaldehyde), BrCC (bromoethane), [Mg] (magnesium). The solvent is O(CC)CC (1,1'-oxybisethane), O (water). Reaction conditions: time 2 hour. Yields the product C(C)C(O)C1=CN=CN1C1CCCC2=CC=CC=C12 (α-ethyl-1-(1,2,3,4-tetrahydro-1-naphthalenyl)-1H-imidazole-5-methanol), compound 2.06. Isolated yield 35.8%. As a reaction SMILES: Br[CH2:2][CH3:3].[Mg].[CH:5]1([N:15]2[C:19]([CH:20]=[O:21])=[CH:18][N:17]=[CH:16]2)[C:14]2[C:9](=[CH:10][CH:11]=[CH:12][CH:13]=2)[CH2:8][CH2:7][CH2:6]1.[OH-].[Na+]>O.O(CC)CC>[CH2:2]([CH:20]([C:19]1[N:15]([CH:5]2[C:14]3[C:9](=[CH:10][CH:11]=[CH:12][CH:13]=3)[CH2:8][CH2:7][CH2:6]2)[CH:16]=[N:17][CH:18]=1)[OH:21])[CH3:3] |f:3.4|. Procedure details: To a stirred and refluxed Grignard complex, previously prepared starting from 9 parts of bromoethane, 2.16 parts of magnesium and 140 parts of 1,1'-oxybisethane were added dropwise 11.3 parts of 1-(1,2,3,4-tetrahydro-1-naphthalenyl)-1H-imidazole-5-carboxaldehyde. Upon complete addition, stirring was continued for 2 hours at room temperature. The reaction mixture was poured into water and treated with a sodium hydroxide solution. The separated organic layer was washed with water, dried, filtered ... The reactants are ClCCl, CC(C)c1oc(-c2ccccc2Cl)nc1CCO, Cl, O, Cc1ccc(S(=O)(=O)Cl)cc1, c1ccncc1. The product is Cc1ccc(S(=O)(=O)OCCc2nc(-c3ccccc3Cl)oc2C(C)C)cc1. As a reaction SMILES: [CH2:32]([Cl:33])[Cl:34].[Cl:1][c:2]1[c:3](-[c:8]2[o:9][c:10]([CH:16]([CH3:17])[CH3:18])[c:11]([CH2:13][CH2:14][OH:15])[n:12]2)[cH:4][cH:5][cH:6][cH:7]1.[ClH:31].[OH2:19].[c:20]1([CH3:30])[cH:21][cH:22][c:23]([S:26](=[O:27])(=[O:28])[Cl:29])[cH:24][cH:25]1.[cH:35]1[cH:36][cH:37][n:38][cH:39][cH:40]1>>[Cl:1][c:2]1[c:3](-[c:8]2[o:9][c:10]([CH:16]([CH3:17])[CH3:18])[c:11]([CH2:13][CH2:14][O:15][S:26]([c:23]3[cH:22][cH:21][c:20]([CH3:30])[cH:25][cH:24]3)(=[O:27])=[O:28])[n:12]2)[cH:4][cH:5][cH:6][cH:7]1.